The task is: describe an organic reaction: reactants, conditions, products, and yield. This data is from the Open Reaction Database (ORD), a public repository of structured organic reaction records. Reactants: COCCC(=O)O, [Cl-], CC1CC2C(C(O)CC3(C)C2CCC3(O)C(=O)CO)C2(C)C=CC(=O)C=C12. The product is COCCC(=O)OCC(=O)C1(O)CCC2C3CC(C)C4=CC(=O)C=CC4(C)C3C(O)CC21C. As a reaction SMILES: [CH3:29][O:30][CH2:31][CH2:32][C:33](=[O:34])[OH:35].[Cl-:28].[OH:1][CH:2]1[CH:3]2[C:4]3([CH3:27])[CH:5]=[CH:6][C:7](=[O:26])[CH:8]=[C:9]3[CH:10]([CH3:25])[CH2:11][CH:12]2[CH:13]2[CH2:14][CH2:15][C:16]([C:17]([CH2:18][OH:19])=[O:20])([OH:24])[C:21]2([CH3:23])[CH2:22]1>>[OH:1][CH:2]1[CH:3]2[C:4]3([CH3:27])[CH:5]=[CH:6][C:7](=[O:26])[CH:8]=[C:9]3[CH:10]([CH3:25])[CH2:11][CH:12]2[CH:13]2[CH2:14][CH2:15][C:16]([C:17]([CH2:18][O:19][C:33]([CH2:32][CH2:31][O:30][CH3:29])=[O:34])=[O:20])([OH:24])[C:21]2([CH3:23])[CH2:22]1. The reactants are O=C([O-])[O-], CN(C)C=O, COc1ccc(S(=O)(=O)NC(C)c2ccccc2-c2ccc(Cl)cc2F)cc1, [K+], [K+]. Yields the product COc1ccc(S(=O)(=O)N2c3cc(Cl)ccc3-c3ccccc3C2C)cc1. RXN SMILES: [C:29](=[O:30])([O-:31])[O-:32].[CH3:35][N:36]([CH3:37])[CH:38]=[O:39].[Cl:1][c:2]1[cH:3][c:4]([F:28])[c:5](-[c:8]2[c:9]([CH:14]([CH3:15])[NH:16][S:17](=[O:18])(=[O:19])[c:20]3[cH:21][cH:22][c:23]([O:26][CH3:27])[cH:24][cH:25]3)[cH:10][cH:11][cH:12][cH:13]2)[cH:6][cH:7]1.[K+:33].[K+:34]>>[Cl:1][c:2]1[cH:3][c:4]2[c:5]([cH:6][cH:7]1)-[c:8]1[c:9]([cH:10][cH:11][cH:12][cH:13]1)[CH:14]([CH3:15])[N:16]2[S:17](=[O:18])(=[O:19])[c:20]1[cH:21][cH:22][c:23]([O:26][CH3:27])[cH:24][cH:25]1. Starting materials: ClC1=NCCC1 (2-chloro-1-pyrroline), CC1=C(N)C=CC=C1[N+](=O)[O-] (2-methyl-3-nitroaniline). Yields the product Cl.Cl.CC1=C(C=CC=C1N)NC1=NCCC1 (2-[(2-Methyl-3-aminophenyl)amino]-1-pyrroline, dihydrochloride). As a reaction SMILES: [Cl:1][C:2]1[CH2:6][CH2:5][CH2:4][N:3]=1.[CH3:7][C:8]1[C:14]([N+:15]([O-])=O)=[CH:13][CH:12]=[CH:11][C:9]=1[NH2:10]>>[ClH:1].[ClH:1].[CH3:7][C:8]1[C:9]([NH2:10])=[CH:11][CH:12]=[CH:13][C:14]=1[NH:15][C:2]1[CH2:6][CH2:5][CH2:4][N:3]=1 |f:2.3.4|. Reported procedure: The title compound (20.9 g) was prepared by the methods of Examples 8 and 9 using 2-chloro-1-pyrroline, prepared as in Example 1, and 30.0 g of 2-methyl-3-nitroaniline. Structure assignment was supported by the nmr spectrum and by elemental analysis. The reactants are CC(C)(C)OC(=O)N1CCC(n2ncc3c(Cl)ncnc32)CC1, O=C([O-])[O-], COC(=O)c1ccc(O)c(F)c1, CN(C)C=O, [K+], [K+], [Na+], [Na+], O=C([O-])[O-]. Yields the product COC(=O)c1ccc(Oc2ncnc3c2cnn3C2CCN(C(=O)OC(C)(C)C)CC2)c(F)c1. As a reaction SMILES: [C:13]([CH3:14])([CH3:15])([CH3:16])[O:17][C:18](=[O:19])[N:20]1[CH2:21][CH2:22][CH:23]([n:26]2[n:27][cH:28][c:29]3[c:30]2[n:31][cH:32][n:33][c:34]3[Cl:35])[CH2:24][CH2:25]1.[C:36](=[O:37])([O-:38])[O-:39].[CH3:1][O:2][C:3]([c:4]1[cH:5][c:6]([F:11])[c:7]([OH:10])[cH:8][cH:9]1)=[O:12].[CH3:48][N:49]([CH3:50])[CH:51]=[O:52].[K+:40].[K+:41].[Na+:42].[Na+:43].[O-:44][C:45](=[O:46])[O-:47]>>[CH3:1][O:2][C:3]([c:4]1[cH:5][c:6]([F:11])[c:7]([O:10][c:34]2[c:29]3[cH:28][n:27][n:26]([CH:23]4[CH2:22][CH2:21][N:20]([C:18]([O:17][C:13]([CH3:14])([CH3:15])[CH3:16])=[O:19])[CH2:25][CH2:24]4)[c:30]3[n:31][cH:32][n:33]2)[cH:8][cH:9]1)=[O:12]. Yields the product C(#N)C1=C(C=CC(=C1)C(=O)OC)C1=CC=CC=C1 (Methyl 2-cyano-4-biphenylcarboxylate). Procedure details: The following reaction was split into two batches with half the amounts: methyl 3-cyano-4-{[(trifluoromethyl)sulfonyl]oxy}benzoate (D25) (1.5 g, 4.85 mmol), phenylboronic acid (1.183 g, 9.70 mmol), potassium carbonate (2.011 g, 14.55 mmol) and palladium tetrakistriphenylphosphine(0) (0.561 g, 0.485 mmol) were taken up in DMF (24 ml) and the mixture heated in the microwave for 30 min at 150° C. The two reactions were combined and diluted with ethyl acetate (50 mL) and the mixture filtered through... As a reaction SMILES: [C:1]([C:3]1[CH:4]=[C:5]([CH:10]=[CH:11][C:12]=1OS(C(F)(F)F)(=O)=O)[C:6]([O:8][CH3:9])=[O:7])#[N:2].[C:21]1(B(O)O)[CH:26]=[CH:25][CH:24]=[CH:23][CH:22]=1.C(=O)([O-])[O-].[K+].[K+]>CN(C=O)C.C(OCC)(=O)C>[C:1]([C:3]1[CH:4]=[C:5]([C:6]([O:8][CH3:9])=[O:7])[CH:10]=[CH:11][C:12]=1[C:21]1[CH:26]=[CH:25][CH:24]=[CH:23][CH:22]=1)#[N:2] |f:2.3.4|. Reaction conditions: temperature 150 celsius. Run in CN(C)C=O (DMF), C(C)(=O)OCC (ethyl acetate). The yield is 81.2%. Starting materials: C(#N)C=1C=C(C(=O)OC)C=CC1OS(=O)(=O)C(F)(F)F (Methyl 3-cyano-4-{[(trifluoromethyl)sulfonyl]oxy}benzoate), palladium tetrakistriphenylphosphine(0), C1(=CC=CC=C1)B(O)O (phenylboronic acid), C([O-])([O-])=O.[K+].[K+] (potassium carbonate). The reactants are COC(=O)C=1C=NNC1N (5-amino-1H-pyrazole-4-carboxylic acid methyl ester), C[O-].[Na+] (NaOMe), C(#N)C=C1CCN(CC1)C(=O)OC(C)(C)C (tert-butyl 4-(cyanomethylidene)piperidine-1-carboxylate), C(C)#N (acetonitrile). Run in O (water), CN(C)C=O (DMF). Reaction conditions: temperature 70 celsius, time 18 hour. Yields the product NC1=NN(C=C1C(=O)OC)C1(CCN(CC1)C(=O)OC(C)(C)C)CC#N (tert-Butyl 4-[3-amino-4-(methoxycarbonyl)-1H-pyrazol-1-yl]-4-(cyanomethyl)piperidine-1-carboxylate). As a reaction SMILES: [CH3:1][O:2][C:3]([C:5]1[CH:6]=[N:7][NH:8][C:9]=1[NH2:10])=[O:4].[C:11]([CH:13]=[C:14]1[CH2:19][CH2:18][N:17]([C:20]([O:22][C:23]([CH3:26])([CH3:25])[CH3:24])=[O:21])[CH2:16][CH2:15]1)#[N:12].C(#N)C.C[O-].[Na+]>O.CN(C=O)C>[NH2:10][C:9]1[C:5]([C:3]([O:2][CH3:1])=[O:4])=[CH:6][N:7]([C:14]2([CH2:13][C:11]#[N:12])[CH2:15][CH2:16][N:17]([C:20]([O:22][C:23]([CH3:24])([CH3:25])[CH3:26])=[O:21])[CH2:18][CH2:19]2)[N:8]=1 |f:3.4|. Procedure details: To a flask containing 5-amino-1H-pyrazole-4-carboxylic acid methyl ester (2.0 g, 14 mmol) was added tert-butyl 4-(cyanomethylidene)piperidine-1-carboxylate (6.3 g, 28 mmol), acetonitrile (57 mL), and DMF (25 mL), followed by the addition of catalytic NaOMe (0.10 g, 2.1 mmol). The mixture was heated to 70° C. and allowed to stir for 18 hours. The mixture was then allowed to cool to ambient temperature, diluted with water and extracted with EtOAc (2×). The combined organic extracts were washed wit... Starting materials: ClC1=CC=C(N=N1)N (6-chloropyridazin-3-amine), CC1(OB(OC1(C)C)C1=CC=C(C(=O)OC)C=C1)C (methyl 4-(4,4,5,5-tetramethyl-1,3,2-dioxaborolan-2-yl)benzoate), CC(C)C1=CC(=C(C(=C1)C(C)C)C2=C(C=CC=C2)P(C3CCCCC3)C4CCCCC4)C(C)C (X-phos), C(=O)([O-])[O-].[Na+].[Na+] (Na2CO3). Reagents/catalysts: C=1C=CC(=CC1)/C=C/C(=O)/C=C/C2=CC=CC=C2.C=1C=CC(=CC1)/C=C/C(=O)/C=C/C2=CC=CC=C2.C=1C=CC(=CC1)/C=C/C(=O)/C=C/C2=CC=CC=C2.[Pd].[Pd] (Pd2(dba)3). Solvent: O1CCOCC1 (dioxane), O (water). Run at temperature 100 celsius, time 4 hour. Yields the product NC1=CC=C(N=N1)C1=CC=C(C(=O)OC)C=C1 (methyl 4-(6-aminopyridazin-3-yl)benzoate). The yield is 48.9%. Reaction SMILES: Cl[C:2]1[N:7]=[N:6][C:5]([NH2:8])=[CH:4][CH:3]=1.CC1(C)C(C)(C)OB([C:17]2[CH:26]=[CH:25][C:20]([C:21]([O:23][CH3:24])=[O:22])=[CH:19][CH:18]=2)O1.CC(C1C=C(C(C)C)C(C2C=CC=CC=2P(C2CCCCC2)C2CCCCC2)=C(C(C)C)C=1)C.C([O-])([O-])=O.[Na+].[Na+]>O1CCOCC1.O.C1C=CC(/C=C/C(/C=C/C2C=CC=CC=2)=O)=CC=1.C1C=CC(/C=C/C(/C=C/C2C=CC=CC=2)=O)=CC=1.C1C=CC(/C=C/C(/C=C/C2C=CC=CC=2)=O)=CC=1.[Pd].[Pd]>[NH2:8][C:5]1[N:6]=[N:7][C:2]([C:17]2[CH:26]=[CH:25][C:20]([C:21]([O:23][CH3:24])=[O:22])=[CH:19][CH:18]=2)=[CH:3][CH:4]=1 |f:3.4.5,8.9.10.11.12|. Procedure: A mixture of 6-chloropyridazin-3-amine (3.24 g, 25 mmol), methyl 4-(4,4,5,5-tetramethyl-1,3,2-dioxaborolan-2-yl)benzoate (9.8 g, 37.4 mmol), Pd2(dba)3 (0.72 g, 1.25 mmol), X-phos (1.19 g, 2.5 mmol) and Na2CO3 (7.95 g, 75 mmol) in dioxane (150 mL) and water (15 mL) was heated to 100° C. with stirring for 4 h under N2. The solvent was removed in vacuo and the resulting mixture was purified by chromatography (silica gel, 200-300 mesh, CH2Cl2:MeOH=20:1) to give methyl 4-(6-aminopyridazin-3-yl)benzoa...